This data is from the Open Reaction Database (ORD), a public repository of structured organic reaction records. The task is: describe an organic reaction: reactants, conditions, products, and yield Starting materials: COC(=O)Cn1ccc2cc(-c3ccc(Cl)cc3)ccc21, CCOCC, O=C(Cl)c1ccc(Cl)cc1, Cl[Sn](Cl)(Cl)Cl, CC(Cl)Cl, ClCCl. Yields the product COC(=O)Cn1cc(C(=O)c2ccc(Cl)cc2)c2cc(-c3ccc(Cl)cc3)ccc21. RXN SMILES: [CH3:1][O:2][C:3]([CH2:4][n:5]1[cH:6][cH:7][c:8]2[cH:9][c:10](-[c:14]3[cH:15][cH:16][c:17]([Cl:20])[cH:18][cH:19]3)[cH:11][cH:12][c:13]12)=[O:21].[CH3:37][CH2:38][O:39][CH2:40][CH3:41].[Cl:22][C:23](=[O:24])[c:25]1[cH:26][cH:27][c:28]([Cl:29])[cH:30][cH:31]1.[Cl:32][Sn:33]([Cl:34])([Cl:35])[Cl:36].[Cl:42][CH:43]([Cl:44])[CH3:45].[Cl:46][CH2:47][Cl:48]>>[CH3:1][O:2][C:3]([CH2:4][n:5]1[cH:6][c:7]([C:23](=[O:24])[c:25]2[cH:26][cH:27][c:28]([Cl:29])[cH:30][cH:31]2)[c:8]2[cH:9][c:10](-[c:14]3[cH:15][cH:16][c:17]([Cl:20])[cH:18][cH:19]3)[cH:11][cH:12][c:13]12)=[O:21]. The reactants are S1C(=CC=C1)C(C(=O)O)O (2-thiopheneglycolic acid). The reagents and catalysts are palladium asbestos. The solvent is CO (methanol). Conditions: time 15 hour. Product: S1C(=CC=C1)CC(=O)O (2-thiopheneacetic acid), S1C(=CC=C1)C(C(=O)O)O (2-thiopheneglycolic acid). As a reaction SMILES: [S:1]1[CH:5]=[CH:4][CH:3]=[C:2]1[CH:6]([OH:10])[C:7]([OH:9])=[O:8]>CO>[S:1]1[CH:5]=[CH:4][CH:3]=[C:2]1[CH2:6][C:7]([OH:9])=[O:8].[S:1]1[CH:5]=[CH:4][CH:3]=[C:2]1[CH:6]([OH:10])[C:7]([OH:9])=[O:8]. Procedure details: A mixture of 421 mg of 2-thiopheneglycolic acid and 40 mg of 30% palladium-asbestos catalyst in 2.7 ml of methanol was heated under reflux with stirring under a hydrogen atmosphere at a normal pressure. After 15 hr., the catalyst was filtered off and methanol was then distilled off under a reduced pressure to give 127 mg of 2-thiopheneacetic acid and 283 mg of unreacted 2-thiopheneglycolic acid. The conversion of 2-thiopheneglycolic acid was 33% and the selectivity to 2-thiopheneacetic acid was ... RXN SMILES: [CH3:31][c:32]1[cH:33][cH:34][cH:35][cH:36][cH:37]1.[Cl:19][c:20]1[c:21]([C:22](=[O:23])[N:24]=[C:25]=[O:26])[cH:27][cH:28][cH:29][cH:30]1.[c:1]1([O:11][c:12]2[cH:13][cH:14][c:15]([NH2:16])[cH:17][cH:18]2)[cH:2][cH:3][cH:4][c:5]2[cH:6][cH:7][cH:8][cH:9][c:10]12>>[c:1]1([O:11][c:12]2[cH:13][cH:14][c:15]([NH:16][C:25]([NH:24][C:22]([c:21]3[c:20]([Cl:19])[cH:30][cH:29][cH:28][cH:27]3)=[O:23])=[O:26])[cH:17][cH:18]2)[cH:2][cH:3][cH:4][c:5]2[cH:6][cH:7][cH:8][cH:9][c:10]12. Starting materials: Cc1ccccc1, O=C=NC(=O)c1ccccc1Cl, Nc1ccc(Oc2cccc3ccccc23)cc1. Product: O=C(NC(=O)c1ccccc1Cl)Nc1ccc(Oc2cccc3ccccc23)cc1. Starting materials: O=C([O-])[O-], CCOC(C)=O, Cc1c([N+](=O)[O-])ccc(F)c1F, [K+], [K+], OCc1ccccc1. As a reaction SMILES: [C:1](=[O:2])([O-:3])[O-:4].[CH3:27][CH2:28][O:29][C:30]([CH3:31])=[O:32].[F:15][c:16]1[c:17]([F:26])[c:18]([CH3:25])[c:19]([N+:22](=[O:23])[O-:24])[cH:20][cH:21]1.[K+:5].[K+:6].[OH:7][CH2:8][c:9]1[cH:10][cH:11][cH:12][cH:13][cH:14]1>>[O:7]([CH2:8][c:9]1[cH:10][cH:11][cH:12][cH:13][cH:14]1)[c:16]1[c:17]([F:26])[c:18]([CH3:25])[c:19]([N+:22](=[O:23])[O-:24])[cH:20][cH:21]1. Product: Cc1c([N+](=O)[O-])ccc(OCc2ccccc2)c1F. Reactants: CC(O[Si](C)(C)C(C)(C)C)C1C(=O)NC1C(C)C(=S)Sc1ccccc1, C=CCOC(=O)C(=O)Cl, ClCCl, c1ccncc1. Product: C=CCOC(=O)C(=O)N1C(=O)C(C(C)O[Si](C)(C)C(C)(C)C)C1C(C)C(=S)Sc1ccccc1. RXN SMILES: [C:1]([CH3:2])([CH3:3])([CH3:4])[Si:5]([O:6][CH:7]([CH3:8])[CH:9]1[C:10](=[O:24])[NH:11][CH:12]1[CH:13]([CH3:14])[C:15](=[S:16])[S:17][c:18]1[cH:19][cH:20][cH:21][cH:22][cH:23]1)([CH3:25])[CH3:26].[Cl:33][C:34]([C:35](=[O:36])[O:37][CH2:38][CH:39]=[CH2:40])=[O:41].[Cl:42][CH2:43][Cl:44].[cH:27]1[cH:28][cH:29][n:30][cH:31][cH:32]1>>[C:1]([CH3:2])([CH3:3])([CH3:4])[Si:5]([O:6][CH:7]([CH3:8])[CH:9]1[C:10](=[O:24])[N:11]([C:34]([C:35](=[O:36])[O:37][CH2:38][CH:39]=[CH2:40])=[O:41])[CH:12]1[CH:13]([CH3:14])[C:15](=[S:16])[S:17][c:18]1[cH:19][cH:20][cH:21][cH:22][cH:23]1)([CH3:25])[CH3:26]. The reactants are CCn1nc(-c2ccccc2)c(C(C)=O)c([N+](=O)[O-])c1=O, CCO, Nc1ccc(O)c2ncccc12. Yields the product CCn1nc(-c2ccccc2)c(C(C)=O)c(Nc2ccc(O)c3ncccc23)c1=O. RXN SMILES: [C:1]([CH3:2])(=[O:3])[c:4]1[c:5]([N+:19]([O-:20])=[O:21])[c:6](=[O:18])[n:7]([CH2:16][CH3:17])[n:8][c:9]1-[c:10]1[cH:11][cH:12][cH:13][cH:14][cH:15]1.[CH3:34][CH2:35][OH:36].[NH2:22][c:23]1[c:24]2[cH:25][cH:26][cH:27][n:28][c:29]2[c:30]([OH:33])[cH:31][cH:32]1>>[C:1]([CH3:2])(=[O:3])[c:4]1[c:5]([NH:19][c:23]2[c:24]3[cH:25][cH:26][cH:27][n:28][c:29]3[c:30]([OH:33])[cH:31][cH:32]2)[c:6](=[O:18])[n:7]([CH2:16][CH3:17])[n:8][c:9]1-[c:10]1[cH:11][cH:12][cH:13][cH:14][cH:15]1. Reaction conditions: time 15 minute. Starting materials: [N+](=O)(O)[O-] (nitric acid), C(C)(=O)O (acetic acid), CC1(OC2=C(O1)C=CC(=C2)[N+](=O)[O-])C (2,2-Dimethyl-5-nitro-1,3-benzodioxole). Isolated yield 82.0%. The solvent is O (water). Reaction SMILES: [N+:1]([O-:4])([OH:3])=O.C(O)(=O)C.[CH3:9][C:10]1([CH3:22])[O:14][C:13]2[CH:15]=[CH:16][C:17]([N+:19]([O-:21])=[O:20])=[CH:18][C:12]=2[O:11]1>O>[CH3:9][C:10]1([CH3:22])[O:11][C:12]2[CH:18]=[C:17]([N+:19]([O-:21])=[O:20])[C:16]([N+:1]([O-:4])=[O:3])=[CH:15][C:13]=2[O:14]1. Procedure: A solution of 90% (fuming) nitric acid (22 ml) and glacial acetic acid (11 ml) cooled at 12° C. was treated in portions with solid compound from Example 3B (5.4 g, 27.7 mmoles) so as to maintain the temperature of <17° C. After the addition, stirring was continued for 15 minutes, when the internal temperature began to fall. The mixture was diluted to 100 ml with water, the yellow solid filtered, washed with water, taken up in CH2Cl2, dried (Na2SO4) and evaporated to give 5.43 g (82%) of pure tit... The product is CC1(OC2=C(O1)C=C(C(=C2)[N+](=O)[O-])[N+](=O)[O-])C (2,2-Dimethyl-5,6-dinitro-1,3-benzodioxole). Reactants: N(CC(=O)N[C@@H](CC(N)=O)C(=O)N[C@@H](CC(C)C)C(=O)OC)C(=O)OCC1=CC=CC=C1 (Z-Gly-Asn-Leu-OMe). Reagents/catalysts: [Pd] (palladium on charcoal). Solvent: CO (methanol). Product: NCC(=O)N[C@@H](CC(N)=O)C(=O)N[C@@H](CC(C)C)C(=O)OC (H-Gly-Asn-Leu-OMe). Isolated yield 83.2%. Reaction SMILES: [NH:1](C(OCC1C=CC=CC=1)=O)[CH2:2][C:3]([NH:5][C@H:6]([C:11]([NH:13][C@H:14]([C:19]([O:21][CH3:22])=[O:20])[CH2:15][CH:16]([CH3:18])[CH3:17])=[O:12])[CH2:7][C:8](=[O:10])[NH2:9])=[O:4]>CO.[Pd]>[NH2:1][CH2:2][C:3]([NH:5][C@H:6]([C:11]([NH:13][C@H:14]([C:19]([O:21][CH3:22])=[O:20])[CH2:15][CH:16]([CH3:18])[CH3:17])=[O:12])[CH2:7][C:8](=[O:10])[NH2:9])=[O:4]. Procedure details: 1.3 g of Z-Gly-Asn-Leu-OMe are dissolved in 100 ml of methanol with warming and the solution, after having cooled to room temperature, is hydrogenated in the presence of 0.3 g of palladium on charcoal (10% Pd). After completion of the hydrogen uptake the catalyst is filtered off and the filtrate evaporated to dryness. 760 mg of H-Gly-Asn-Leu-OMe are hereby obtained in an amorphous form. Starting materials: CCOC(=O)c1cn(CC2CCN(C(=O)OC(C)(C)C)C2)c2ccc(I)cc2c1=O, C1COCCO1, Cl. Product: Cl, CCOC(=O)c1cn(CC2CCNC2)c2ccc(I)cc2c1=O. RXN SMILES: [C:1]([O:2][C:3](=[O:4])[N:8]1[CH2:9][CH:10]([CH2:13][n:14]2[cH:15][c:16]([C:26](=[O:27])[O:28][CH2:29][CH3:30])[c:17](=[O:25])[c:18]3[cH:19][c:20]([I:24])[cH:21][cH:22][c:23]23)[CH2:11][CH2:12]1)([CH3:5])([CH3:6])[CH3:7].[CH2:32]1[O:33][CH2:34][CH2:35][O:36][CH2:37]1.[ClH:31]>>[ClH:31].[NH:8]1[CH2:9][CH:10]([CH2:13][n:14]2[cH:15][c:16]([C:26](=[O:27])[O:28][CH2:29][CH3:30])[c:17](=[O:25])[c:18]3[cH:19][c:20]([I:24])[cH:21][cH:22][c:23]23)[CH2:11][CH2:12]1. Product: BrC1=NN(C(=C1Br)Br)CC(=O)N (3,4,5-Tribromopyrazole-1-acetamide). Procedure: A solution consisting of 9.7 gm. (0.025 mole) ethyl 3,4,5-tribromopyrazole-1-acetate in 250 ml. ethanol was saturated with gaseous ammonia and held at about 25° C. for 3 days. After removing most of the ethanol by evaporation under reduced pressure, the solids that formed were collected on a filter and recrystallized from a mixture of ethanol and water. There was thus obtained 5.8 gm. of 3,4,5-tribromopyrazole-1-acetamide having a melting point at 234° to 236° C. Reactants: BrC1=NN(C(=C1Br)Br)CC(=O)OCC (ethyl 3,4,5-tribromopyrazole-1-acetate), N (ammonia). Reaction SMILES: [Br:1][C:2]1[C:6]([Br:7])=[C:5]([Br:8])[N:4]([CH2:9][C:10]([O:12]CC)=O)[N:3]=1.[NH3:15]>C(O)C>[Br:1][C:2]1[C:6]([Br:7])=[C:5]([Br:8])[N:4]([CH2:9][C:10]([NH2:15])=[O:12])[N:3]=1. Run at time 3 day. Run in C(C)O (ethanol).